From a dataset of the Open Reaction Database (ORD), a public repository of structured organic reaction records. describe an organic reaction: reactants, conditions, products, and yield Reactants: CSC(=NCC)N1N=CC(C1)(C)C (N-Ethyl-4,4-dimethyl-4,5-dihydro-pyrazole-1-carboximidothioic acid methyl ester), ClC=1C=C(C=CC1OC)S(=O)(=O)N (3-chloro-4-methoxy-benzenesulfonamide). The solvent is C(C)#N (acetonitrile). Yields the product ClC=1C=C(C=CC1OC)S(=O)(=O)N=C(NCC)N1N=CC(C1)(C)C (3-chloro-N-[(4,4-dimethyl-4,5-dihydro-pyrazol-1-yl)-ethylamino-methylene]-4-methoxy-benzenesulfonamide). Yield: 0.4%. Reaction SMILES: CS[C:3]([N:7]1[CH2:11][C:10]([CH3:13])([CH3:12])[CH:9]=[N:8]1)=[N:4][CH2:5][CH3:6].[Cl:14][C:15]1[CH:16]=[C:17]([S:23]([NH2:26])(=[O:25])=[O:24])[CH:18]=[CH:19][C:20]=1[O:21][CH3:22]>C(#N)C>[Cl:14][C:15]1[CH:16]=[C:17]([S:23]([N:26]=[C:3]([N:7]2[CH2:11][C:10]([CH3:12])([CH3:13])[CH:9]=[N:8]2)[NH:4][CH2:5][CH3:6])(=[O:24])=[O:25])[CH:18]=[CH:19][C:20]=1[O:21][CH3:22]. Procedure details: 0.75 g (1 mol equiv.) N-Ethyl-4,4-dimethyl-4,5-dihydro-pyrazole-1-carboximidothioic acid methyl ester and 0.94 g (1.05 mol equiv.) 3-chloro-4-methoxy-benzenesulfonamide were added to 10 mL acetonitrile. The reaction mixture was refluxed overnight and volatiles were removed in vacuo. The residue was taken up in ethyl acetate and extracted with 2N NaOH. The organic layer was dried over Na2SO4, filtered and evaporated to dryness. Purification by flash chromatography on silica gel (Et2O) afforded 1.... RXN SMILES: C([O:8][C:9]1[CH:14]=[C:13]([O:15]CC2C=CC=CC=2)[C:12]([C:23]2[N:27]([CH2:28][CH2:29][CH2:30][O:31][CH3:32])[N:26]=[N:25][N:24]=2)=[CH:11][C:10]=1[C:33]1[CH:38]=[CH:37][CH:36]=[C:35]([C:39]([OH:41])=O)[CH:34]=1)C1C=CC=CC=1.[NH2:42][CH2:43][CH2:44][CH:45]1[CH2:49][CH2:48][CH2:47][N:46]1[CH3:50]>>[CH3:50][N:46]1[CH2:47][CH2:48][CH2:49][CH:45]1[CH2:44][CH2:43][NH:42][C:39]([C:35]1[CH:34]=[C:33]([C:10]2[CH:11]=[C:12]([C:23]3[N:27]([CH2:28][CH2:29][CH2:30][O:31][CH3:32])[N:26]=[N:25][N:24]=3)[C:13]([OH:15])=[CH:14][C:9]=2[OH:8])[CH:38]=[CH:37][CH:36]=1)=[O:41]. Procedure: This product was synthesized using 2′,4′-bis-benzyloxy-5′-[1-(3-methoxy-propyl)-1H-tetrazol-5-yl]-biphenyl-3-carboxylic acid and 2-(2-aminoethyl)-1-methylpyrrolidine as described in general procedure D. LCMS: 481 [M+H]. Product: CN1C(CCC1)CCNC(=O)C=1C=C(C=CC1)C1=C(C=C(C(=C1)C1=NN=NN1CCCOC)O)O (2′,4′-Dihydroxy-5′-[1-(3-methoxy propyl)-1H-tetrazol-5-yl]-biphenyl-3-carboxylic acid [2-(1-methyl-pyrrolidin-2-yl)-ethyl]-amide). The reactants are C(C1=CC=CC=C1)OC1=C(C=C(C(=C1)OCC1=CC=CC=C1)C1=NN=NN1CCCOC)C1=CC(=CC=C1)C(=O)O (2′,4′-bis-benzyloxy-5′-[1-(3-methoxy-propyl)-1H-tetrazol-5-yl]-biphenyl-3-carboxylic acid), NCCC1N(CCC1)C (2-(2-aminoethyl)-1-methylpyrrolidine). Starting materials: C(C)OC(CCSC1=CN=C(S1)NC(=O)N(CC1CCCC1)C1=CC(=CC=C1)NC(C)=O)=O (3-{2-[3-(3-acetylamino-phenyl)-3-cyclopentylmethyl-ureido]-thiazol-5-ylsulfanyl}-propionic acid ethyl ester), C1(CCCC1)C=O (cyclopentanecarbaldehyde), C(C)OC(CCSC1=CN=C(S1)N)=O (3-(2-amino-thiazol-5-ylsulfanyl)-propionic acid ethyl ester), C1(CCCC1)CN(C(NC=1SC=C(N1)CC(=O)O)=O)C1=CC(=C(C=C1)F)F ({2-[3-cyclopentylmethyl-3-(3,4-difluoro-phenyl)-ureido]-thiazol-4-yl}-acetic acid), NC=1C=C(C=CC1)NC(C)=O (N-(3-amino-phenyl)-acetamide). Yields the product C(C)(=O)NC=1C=C(C=CC1)N(C(NC=1SC(=CN1)SCCC(=O)O)=O)CC1CCCC1 (3-{2-[3-(3-Acetylamino-phenyl)-3-cyclopentylmethyl-ureido]-thiazol-5-ylsulfanyl}-propionic acid). RXN SMILES: C([O:3][C:4](=[O:33])[CH2:5][CH2:6][S:7][C:8]1[S:12][C:11]([NH:13][C:14]([N:16]([C:23]2[CH:28]=[CH:27][CH:26]=[C:25]([NH:29][C:30](=[O:32])[CH3:31])[CH:24]=2)[CH2:17][CH:18]2[CH2:22][CH2:21][CH2:20][CH2:19]2)=[O:15])=[N:10][CH:9]=1)C.C1(CN(C2C=CC(F)=C(F)C=2)C(=O)NC2SC=C(CC(O)=O)N=2)CCCC1.NC1C=C(NC(=O)C)C=CC=1.C1(C=O)CCCC1.C(OC(=O)CCSC1SC(N)=NC=1)C>>[C:30]([NH:29][C:25]1[CH:24]=[C:23]([N:16]([CH2:17][CH:18]2[CH2:22][CH2:21][CH2:20][CH2:19]2)[C:14](=[O:15])[NH:13][C:11]2[S:12][C:8]([S:7][CH2:6][CH2:5][C:4]([OH:33])=[O:3])=[CH:9][N:10]=2)[CH:28]=[CH:27][CH:26]=1)(=[O:32])[CH3:31]. Procedure details: The title compound was prepared via 3-{2-[3-(3-acetylamino-phenyl)-3-cyclopentylmethyl-ureido]-thiazol-5-ylsulfanyl}-propionic acid ethyl ester in a similar manner as described for the synthesis of {2-[3-cyclopentylmethyl-3-(3,4-difluoro-phenyl)-ureido]-thiazol-4-yl}-acetic acid, using N-(3-amino-phenyl)-acetamide, cyclopentanecarbaldehyde and 3-(2-amino-thiazol-5-ylsulfanyl)-propionic acid ethyl ester.